describe an organic reaction: reactants, conditions, products, and yield From a dataset of the Open Reaction Database (ORD), a public repository of structured organic reaction records. Reactants: Cl.N[C@@H](CC1=CC=CC=C1)C(=O)O (L-Phenylalanine hydrochloride), S(O)(O)(=O)=O (sulfuric acid), N(=O)[O-].[Na+] (sodium nitrite), O (water). Solvent: C(C)OCC (diethyl ether). Product: O[C@H](C(=O)O)CC1=CC=CC=C1 ((2S)-2-hydroxy-3-phenylpropionic acid). Isolated yield 41.8%. Reaction SMILES: Cl.N[C@H:3]([C:11]([OH:13])=[O:12])[CH2:4][C:5]1[CH:10]=[CH:9][CH:8]=[CH:7][CH:6]=1.S(=O)(=O)(O)[OH:15].N([O-])=O.[Na+].O>C(OCC)C>[OH:15][C@@H:3]([CH2:4][C:5]1[CH:10]=[CH:9][CH:8]=[CH:7][CH:6]=1)[C:11]([OH:13])=[O:12] |f:0.1,3.4|. Reported procedure: L-Phenylalanine hydrochloride (12.2 g, 60.5 mmol) was added to 183 ml of 5% sulfuric acid (sulfuric acid: 96.0 mmol) and the solution was treated with a mixture of 8.35 g (121 mmol) of sodium nitrite and 44.5 g of water at 0° C. for 3 hours. Thereafter, 100 ml of diethyl ether was added to the reaction mixture and, after stirring, the organic phase was separated (extract 1). Further, 50 ml of diethyl ether was added to the aqueous phase and, after stirring, the organic phase was separated (extra... Procedure details: N-t-Butoxycarbonyl-α-aminoisobutyryl-α-L-aspartyl-L-phenylalanine methyl ester (2.3 g) was dissolved under ice cooling in 4N-HCl/dioxane (20 ml), and the mixture was stirred for one hour. Ethyl ether (150 ml) was added, and the crystals which separated out were collected by filtration. Yield: 1.8 g. Reactants: COC([C@@H](NC([C@@](N(C(=O)OC(C)(C)C)C(C(C)C)=O)(CC(O)=O)N)=O)CC1=CC=CC=C1)=O (N-t-Butoxycarbonyl-α-aminoisobutyryl-α-L-aspartyl-L-phenylalanine methyl ester), Cl.O1CCOCC1 (HCl dioxane), C(C)OCC (Ethyl ether). Reaction conditions: time 1 hour. The product is Cl.COC([C@@H](NC([C@@](NC(C(C)C)=O)(CC(O)=O)N)=O)CC1=CC=CC=C1)=O (α-Aminoisobutyryl-α-L-aspartyl-L-phenylalanine methyl ester hydrochloride). As a reaction SMILES: [CH3:1][O:2][C:3](=[O:34])[C@H:4]([CH2:27][C:28]1[CH:33]=[CH:32][CH:31]=[CH:30][CH:29]=1)[NH:5][C:6](=[O:26])[C@:7]([NH2:25])([CH2:21][C:22](=[O:24])[OH:23])[N:8]([C:16](=[O:20])[CH:17]([CH3:19])[CH3:18])C(OC(C)(C)C)=O.C(OCC)C.[ClH:40].O1CCOCC1>>[ClH:40].[CH3:1][O:2][C:3](=[O:34])[C@H:4]([CH2:27][C:28]1[CH:33]=[CH:32][CH:31]=[CH:30][CH:29]=1)[NH:5][C:6](=[O:26])[C@:7]([NH2:25])([CH2:21][C:22](=[O:23])[OH:24])[NH:8][C:16](=[O:20])[CH:17]([CH3:19])[CH3:18] |f:2.3,4.5|. Starting materials: NC=1C=CC2=C(CC(O2)CCC#N)C1 (5-amino-2-cyanoethyl-2,3-dihydrobenzofuran), ClC(=O)OCC (ethyl chloroformate), C(O)([O-])=O.[Na+] (sodium hydrogencarbonate). The product is C(#N)CCC1OC2=C(C1)C=C(C=C2)NC(=O)OCC (2-Cyanoethyl-5-ethoxycarbonylamino-2,3-dihydrobenzofuran). Isolated yield 87.8%. RXN SMILES: [NH2:1][C:2]1[CH:3]=[CH:4][C:5]2[O:9][CH:8]([CH2:10][CH2:11][C:12]#[N:13])[CH2:7][C:6]=2[CH:14]=1.Cl[C:16]([O:18][CH2:19][CH3:20])=[O:17].C(=O)([O-])O.[Na+]>>[C:12]([CH2:11][CH2:10][CH:8]1[CH2:7][C:6]2[CH:14]=[C:2]([NH:1][C:16]([O:18][CH2:19][CH3:20])=[O:17])[CH:3]=[CH:4][C:5]=2[O:9]1)#[N:13] |f:2.3|. Procedure details: Starting from 2.6 g (14 mmol) of 5-amino-2-cyanoethyl-2,3-dihydrobenzofuran, 1.45 ml (15.2 mmol) of ethyl chloroformate and 1.7 g (21 mmol) of sodium hydrogencarbonate treated under the conditions described in step 6 of Example 1, 3.2 g of product were obtained. Starting materials: [OH-].[Na+] (sodium hydroxide), ICCON=C(C(=O)OCC)C=1N=C(SC1)NC(C1=CC=CC=C1)(C1=CC=CC=C1)C1=CC=CC=C1 (ethyl 2-(2-iodoethoxyimino)-2-(2-tritylamino-4-thiazolyl)acetate). Run in O1CCOCC1 (dioxane), C(C)O (ethanol), C(C)O (ethanol). Reaction conditions: time 72 hour. The product is ICCON=C(C(=O)O)C=1N=C(SC1)NC(C1=CC=CC=C1)(C1=CC=CC=C1)C1=CC=CC=C1 (2-(2-iodoethoxyimino)-2-(2-tritylamino-4-thiazolyl)-acetic acid). As a reaction SMILES: [OH-].[Na+].[I:3][CH2:4][CH2:5][O:6][N:7]=[C:8]([C:14]1[N:15]=[C:16]([NH:19][C:20]([C:33]2[CH:38]=[CH:37][CH:36]=[CH:35][CH:34]=2)([C:27]2[CH:32]=[CH:31][CH:30]=[CH:29][CH:28]=2)[C:21]2[CH:26]=[CH:25][CH:24]=[CH:23][CH:22]=2)[S:17][CH:18]=1)[C:9]([O:11]CC)=[O:10]>O1CCOCC1.C(O)C>[I:3][CH2:4][CH2:5][O:6][N:7]=[C:8]([C:14]1[N:15]=[C:16]([NH:19][C:20]([C:33]2[CH:38]=[CH:37][CH:36]=[CH:35][CH:34]=2)([C:27]2[CH:28]=[CH:29][CH:30]=[CH:31][CH:32]=2)[C:21]2[CH:26]=[CH:25][CH:24]=[CH:23][CH:22]=2)[S:17][CH:18]=1)[C:9]([OH:11])=[O:10] |f:0.1|. Reported procedure: 5.5 ml of a 2 N sodium hydroxide solution was added dropwise under an inert atmosphere to a mixture of 6.7 g of the product of Step A in 5.5 ml of dioxane and 44 ml of absolute ethanol and after the addition of 7 ml of absolute ethanol the mixture was stirred overnight to room temperature and was vacuum filtered. The recovered product was rinsed twice with 3 ml of a 4-1 ethanol-dioxane mixture and was then empasted with ether. The product was placed in a mixture of 100 ml of water and 100 ml of ... Starting materials: CSC1=CC(C2=C(S1)C=CS2)=O (5-Methylthio-7-oxo-7H-thieno-[3,2-b]thiopyran), C([O-])([O-])=O.[K+].[K+] (potassium carbonate), ( 1 ), Cl.CNC (dimethylamine hydrochloride), C=O (paraformaldehyde). Product: OCC=1C(C2=C(SC1SC)C=CS2)=O (6-hydroxymethyl-5-methylthio-7-oxo-7H-thieno[3,2-b]thiopyran). Yield: 76.5%. As a reaction SMILES: [CH3:1][S:2][C:3]1[S:8][C:7]2[CH:9]=[CH:10][S:11][C:6]=2[C:5](=[O:12])[CH:4]=1.Cl.CNC.C=O.[C:19](=O)([O-])[O-:20].[K+].[K+]>>[OH:20][CH2:19][C:4]1[C:5](=[O:12])[C:6]2[S:11][CH:10]=[CH:9][C:7]=2[S:8][C:3]=1[S:2][CH3:1] |f:1.2,4.5.6|. Procedure: 5-Methylthio-7-oxo-7H-thieno-[3,2-b]thiopyran (1.77 g, 8.24 mmol) and dimethylamine hydrochloride (6.05 g, 74.2 mmol), paraformaldehyde (5.29 g) and potassium carbonate (2.28 g) were used to conduct the process similar to that shown in (1) of the Preparation 6, thus obtaining 1.54 g (yield: 77%) of 6-hydroxymethyl-5-methylthio-7-oxo-7H-thieno[3,2-b]thiopyran.